This data is from the Open Reaction Database (ORD), a public repository of structured organic reaction records. The task is: describe an organic reaction: reactants, conditions, products, and yield The reactants are Cl (hydrochloric acid), [OH-].[Ca+2].[OH-] (calcium hydroxide), C([O-])([O-])=O.[Na+].[Na+] (sodium carbonate), ClC=1C=C(C=C(C1)Cl)O (3,5 dichlorophenol). The solvent is O (water), C(Cl)(Cl)Cl (chloroform). Yields the product ClC1=C(C=O)C(=CC(=C1)O)Cl (2,6-dichloro-4-hydroxybenzaldehyde). Yield: 4.5%. As a reaction SMILES: [OH-].[Ca+2].[OH-].[C:4](=O)([O-])[O-:5].[Na+].[Na+].[Cl:10][C:11]1[CH:12]=[C:13]([OH:18])[CH:14]=[C:15]([Cl:17])[CH:16]=1.Cl>O.C(Cl)(Cl)Cl>[Cl:10][C:11]1[CH:12]=[C:13]([OH:18])[CH:14]=[C:15]([Cl:17])[C:16]=1[CH:4]=[O:5] |f:0.1.2,3.4.5|. Reported procedure: To a stirred suspension of calcium hydroxide (61 gm), sodium carbonate (69.7 gm), and 3,5 dichlorophenol (20.97 gm) in water (436 ml) at 74° is added chloroform (45.3 gm) over 90 minutes. The solution is refluxed for 31/2 hours. After the slow addition of concentrated hydrochloric acid (170 ml), the acidic solution is steam distilled the aqueous residue is cooled and the solid which separates is filtered. Recrystallization from toluene gives 1.1 gm of 2,6-dichloro-4-hydroxybenzaldehyde. The reactants are C1CCOC1, CO, COC(=O)C1(C(=O)Nc2ccc(-c3ccccc3)cc2)CC1, [Li+], [OH-], O, O. Product: O=C(O)C1(C(=O)Nc2ccc(-c3ccccc3)cc2)CC1. Reaction SMILES: [CH2:28]1[O:29][CH2:30][CH2:31][CH2:32]1.[CH3:26][OH:27].[CH3:4][O:5][C:6](=[O:7])[C:8]1([C:11]([NH:12][c:13]2[cH:14][cH:15][c:16](-[c:19]3[cH:20][cH:21][cH:22][cH:23][cH:24]3)[cH:17][cH:18]2)=[O:25])[CH2:9][CH2:10]1.[Li+:2].[OH-:1].[OH2:33].[OH2:3]>>[O:5]=[C:6]([OH:7])[C:8]1([C:11]([NH:12][c:13]2[cH:14][cH:15][c:16](-[c:19]3[cH:20][cH:21][cH:22][cH:23][cH:24]3)[cH:17][cH:18]2)=[O:25])[CH2:9][CH2:10]1. The reactants are FC1=CC=C(C=C1)[C@H]1C[C@H](C1)N(C(=O)NS(=O)(=O)C1=CC=C(C=C1)C)O (N-[cis-3-(4-fluorophenyl)cyclobutyl]-N-hydroxy-N′-p-toluenesulfonylurea), C1CCOC1.CO (THF MeOH), [OH-].[K+] (KOH). Run in O (H2O). Run at time 8 hour. The product is FC1=CC=C(C=C1)[C@H]1C[C@H](C1)N(C(NCC(=O)O)=O)O (N′-[cis-3-(4-fluorophenyl)cyclobutyl]-N′-hydroxyhydantoic acid). RXN SMILES: [F:1][C:2]1[CH:7]=[CH:6][C:5]([C@@H:8]2[CH2:11][C@H:10]([N:12]([OH:26])[C:13]([NH:15]S(C3C=CC(C)=CC=3)(=O)=O)=[O:14])[CH2:9]2)=[CH:4][CH:3]=1.[CH2:27]1[CH2:31][O:30]CC1.C[OH:33].[OH-].[K+]>O>[F:1][C:2]1[CH:3]=[CH:4][C:5]([C@@H:8]2[CH2:9][C@H:10]([N:12]([OH:26])[C:13](=[O:14])[NH:15][CH2:27][C:31]([OH:33])=[O:30])[CH2:11]2)=[CH:6][CH:7]=1 |f:1.2,3.4|. Reported procedure: To a stirred solution of the compound prepared in Example 71, above (1.03 g, 3.32 mmol), in a THF/MeOH (5 ml/5 ml) solution was added dropwise KOH (0.285 g, 4.32 mmol) in H2O (7 ml). After stirring overnight, the volatiles were removed in vacuo, an Et2O/H2O (40 ml/30 ml) mixture was added, the aqueous layer was separated and acidified with 10% aqueous HCl and the whole was extracted with ethyl acetate (2×50 ml), washed with water and brine, then dried over MgSO4 and evaporated in vacuo. The resu... Reactants: N#CC1CC(F)CN1C(=O)CNC12CCC(C(=O)O)(CC1)CC2, CCCCc1ccc(N)cc1. Yields the product CCCCc1ccc(NC(=O)C23CCC(NCC(=O)N4CC(F)CC4C#N)(CC2)CC3)cc1. As a reaction SMILES: [C:1](=[O:2])([OH:3])[C:4]12[CH2:5][CH2:6][C:7]([NH:12][CH2:13][C:14](=[O:15])[N:16]3[CH:17]([C:22]#[N:23])[CH2:18][CH:19]([F:21])[CH2:20]3)([CH2:8][CH2:9]1)[CH2:10][CH2:11]2.[CH2:24]([CH2:25][CH2:26][CH3:27])[c:28]1[cH:29][cH:30][c:31]([NH2:32])[cH:33][cH:34]1>>[C:1](=[O:3])([C:4]12[CH2:5][CH2:6][C:7]([NH:12][CH2:13][C:14](=[O:15])[N:16]3[CH:17]([C:22]#[N:23])[CH2:18][CH:19]([F:21])[CH2:20]3)([CH2:8][CH2:9]1)[CH2:10][CH2:11]2)[NH:32][c:31]1[cH:30][cH:29][c:28]([CH2:24][CH2:25][CH2:26][CH3:27])[cH:34][cH:33]1. Reactants: CC1(OC2=CC=C(C=C2C(C1)(C)C)C(C)=O)C (2,2,4,4-tetramethyl-6-acetylchroman), CC1(OC2=CC=C(C=C2C(C1)(C)C)C(C)=O)C (2,2,4,4-tetramethyl-6-acetylchroman), 2.0, [OH-].[Na+] (NaOH), Cl[O-].[Na+] (sodium hypochlorite). The solvent is O (water), O1CCOCC1 (dioxane), O (water). Conditions: temperature 65 celsius. Yields the product CC1(OC2=CC=C(C=C2C(C1)(C)C)C(=O)O)C (2,2,4,4-Tetramethyl-6-carboxychroman). As a reaction SMILES: [OH-:1].[Na+].Cl[O-].[Na+].[CH3:6][C:7]1([CH3:22])[CH2:16][C:15]([CH3:18])([CH3:17])[C:14]2[C:9](=[CH:10][CH:11]=[C:12]([C:19](=[O:21])C)[CH:13]=2)[O:8]1>O.O1CCOCC1>[CH3:22][C:7]1([CH3:6])[CH2:16][C:15]([CH3:17])([CH3:18])[C:14]2[C:9](=[CH:10][CH:11]=[C:12]([C:19]([OH:21])=[O:1])[CH:13]=2)[O:8]1 |f:0.1,2.3|. Procedure: A solution of 2.0 (50 mmol) of NaOH in 10 ml of water was treated with 50 ml of 10% aqueous sodium hypochlorite solution and then with a solution of 1.04 g (4.31 mmol) of 2,2,4,4-tetramethyl-6-acetylchroman (Compound 46) in 15 ml of dioxane. The mixture was heated at 65° C. for 40 hours under a nitrogen atmosphere. The mixture was cooled to room temperature and then diluted with water. The mixture was then washed with ether and the aqueous layer was treated with sodium metabisulphite until it wa... Reactants: COC(CC1=CC2=CC=C(C=C2C(=C1C)C1CCN(CC1)S(=O)(=O)C1CCCC1)F)=O ([4-(1-cyclopentanesulfonyl-piperidin-4-yl)-6-fluoro-3-methyl-naphthalen-2-yl]-acetic acid methyl ester), O.[OH-].[Li+] (lithium hydroxide monohydrate). The solvent is C1CCOC1 (THF), O (water). Run at time 3 hour. The product is C1(CCCC1)S(=O)(=O)N1CCC(CC1)C1=C(C(=CC2=CC=C(C=C12)F)CC(=O)O)C ([4-(1-cyclopentane-sulfonyl-piperidin-4-yl)-6-fluoro-3-methyl-naphthalen-2-yl]-acetic acid). Yield: 30.2%. RXN SMILES: C[O:2][C:3](=[O:31])[CH2:4][C:5]1[C:14]([CH3:15])=[C:13]([CH:16]2[CH2:21][CH2:20][N:19]([S:22]([CH:25]3[CH2:29][CH2:28][CH2:27][CH2:26]3)(=[O:24])=[O:23])[CH2:18][CH2:17]2)[C:12]2[C:7](=[CH:8][CH:9]=[C:10]([F:30])[CH:11]=2)[CH:6]=1.O.[OH-].[Li+]>C1COCC1.O>[CH:25]1([S:22]([N:19]2[CH2:20][CH2:21][CH:16]([C:13]3[C:12]4[C:7](=[CH:8][CH:9]=[C:10]([F:30])[CH:11]=4)[CH:6]=[C:5]([CH2:4][C:3]([OH:31])=[O:2])[C:14]=3[CH3:15])[CH2:17][CH2:18]2)(=[O:23])=[O:24])[CH2:26][CH2:27][CH2:28][CH2:29]1 |f:1.2.3|. Procedure: To a solution of [4-(1-cyclopentanesulfonyl-piperidin-4-yl)-6-fluoro-3-methyl-naphthalen-2-yl]-acetic acid methyl ester (64.8 mg, 0.145 mmol) in THF (8.0 mL) was added a solution of lithium hydroxide monohydrate (69.5 mg, 1.7 mmol) in water (2.0 mL) at room temperature. The resulting solution was stirred for three hours under a nitrogen atmosphere. The solvent was evaporated. Water (20 mL) was added and the mixture was acidified with 1.0 N aqueous HCl (3 mL). The resulting white precipitate was ... Starting materials: C(C)(=O)OC=1C(C(=O)O)=CC=CC1 (acetylsalicyclic acid), FC(C=1C=C(N)C=CC1)(F)F (3trifluoromethylaniline). The product is FC(C=1C=C(C=CC1)NC(C1=C(C=CC=C1)O)=O)(F)F (N-(3-trifluoromethylphenyl)-2-hydroxybenzamide). Reaction SMILES: C([O:4][C:5]1[C:6](=[CH:10][CH:11]=[CH:12][CH:13]=1)[C:7]([OH:9])=O)(=O)C.[F:14][C:15]([F:24])([F:23])[C:16]1[CH:17]=[C:18]([CH:20]=[CH:21][CH:22]=1)[NH2:19]>>[F:14][C:15]([F:23])([F:24])[C:16]1[CH:17]=[C:18]([NH:19][C:7](=[O:9])[C:6]2[CH:10]=[CH:11][CH:12]=[CH:13][C:5]=2[OH:4])[CH:20]=[CH:21][CH:22]=1. Reported procedure: This compound was obtained as a white solid starting from acetylsalicyclic acid and 3trifluoromethylaniline using the same procedure described in example 5. The reactants are C(C)(C)(C)[Si](N1C=CC2=CC=CC(=C12)F)(C)C (1-(tert-butyl-dimethyl-silanyl)-7-fluoro-1H-indole), CCCC[N+](CCCC)(CCCC)CCCC.[F-] (TBAF), ClC1=NC(=NC=C1)NC1CC(NC(C1)(C)C)(C)C ((4-chloro-pyrimidin-2-yl)-(2,2,6,6-tetramethyl-piperidin-4-yl)-amine), TBDMS. The product is FC=1C=CC=C2C(=CNC12)C1=NC(=NC=C1)NC1CC(NC(C1)(C)C)(C)C ([4-(7-Fluoro-1H-indol-3-yl)-pyrimidin-2-yl]-(2,2,6,6-tetramethyl-piperidin-4-yl)-amine). As a reaction SMILES: C([Si](C)(C)[N:6]1[C:14]2[C:9](=[CH:10][CH:11]=[CH:12][C:13]=2[F:15])[CH:8]=[CH:7]1)(C)(C)C.Cl[C:19]1[CH:24]=[CH:23][N:22]=[C:21]([NH:25][CH:26]2[CH2:31][C:30]([CH3:33])([CH3:32])[NH:29][C:28]([CH3:35])([CH3:34])[CH2:27]2)[N:20]=1.CCCC[N+](CCCC)(CCCC)CCCC.[F-]>>[F:15][C:13]1[CH:12]=[CH:11][CH:10]=[C:9]2[C:14]=1[NH:6][CH:7]=[C:8]2[C:23]1[CH:24]=[CH:19][N:20]=[C:21]([NH:25][CH:26]2[CH2:31][C:30]([CH3:33])([CH3:32])[NH:29][C:28]([CH3:35])([CH3:34])[CH2:27]2)[N:22]=1 |f:2.3|. Procedure: The title compound was prepared as described in Example 215, starting from 1-(tert-butyl-dimethyl-silanyl)-7-fluoro-1H-indole (prepared by TBDMS protection of 7-fluoro-1H-indole) and (4-chloro-pyrimidin-2-yl)-(2,2,6,6-tetramethyl-piperidin-4-yl)-amine, followed by in situ cleavage of the TBDMS protecting group with catalytic amounts of TBAF. Yield: 810 mg (81%).